This data is from the Open Reaction Database (ORD), a public repository of structured organic reaction records. The task is: describe an organic reaction: reactants, conditions, products, and yield Reaction SMILES: [CH2:31]([Cl:32])[Cl:33].[CH3:34][OH:35].[N+:3]([O-:4])(=[O:5])[c:6]1[cH:7][cH:8][c:9]2[c:10]([cH:21]1)[S:11][CH2:12][CH:13]([C:15](=[O:16])[NH:17][CH2:18][CH:19]=[CH2:20])[O:14]2.[NH4+:1].[Na+:29].[Na+:30].[OH-:2].[OH2:22].[S:23]([S:24]([O-:25])=[O:26])([O-:27])=[O:28]>>[NH2:3][c:6]1[cH:7][cH:8][c:9]2[c:10]([cH:21]1)[S:11][CH2:12][CH:13]([C:15](=[O:16])[NH:17][CH2:18][CH:19]=[CH2:20])[O:14]2. Product: C=CCNC(=O)C1CSc2cc(N)ccc2O1. Reactants: ClCCl, CO, C=CCNC(=O)C1CSc2cc([N+](=O)[O-])ccc2O1, [NH4+], [Na+], [Na+], [OH-], O, O=S([O-])S(=O)[O-].